Dataset: the Open Reaction Database (ORD), a public repository of structured organic reaction records. Task: describe an organic reaction: reactants, conditions, products, and yield Reactants: C(C1=CC=CC=C1)OC1=C(C=CC=C1C(C)(C)C)C(=C)C=1C=C(C=CC1)C1=C(C=CC=C1)OC (3′-(1-(2-(Benzyloxy)-3-tert-butylphenyl)vinyl)-2-methoxybiphenyl). Reagents/catalysts: [Pd] (palladium on activated carbon). The solvent is CO (methanol), C(C)(=O)OCC (ethyl acetate). Conditions: time 3 hour. The product is C(C)(C)(C)C1=C(C(=CC=C1)C(C)C=1C=C(C=CC1)C1=C(C=CC=C1)OC)O (2-tert-Butyl-6-(1-(2′-methoxybiphenyl-3-yl)ethyl)phenol). Yield: 59.3%. As a reaction SMILES: C([O:8][C:9]1[C:14]([C:15]([CH3:18])([CH3:17])[CH3:16])=[CH:13][CH:12]=[CH:11][C:10]=1[C:19]([C:21]1[CH:22]=[C:23]([C:27]2[CH:32]=[CH:31][CH:30]=[CH:29][C:28]=2[O:33][CH3:34])[CH:24]=[CH:25][CH:26]=1)=[CH2:20])C1C=CC=CC=1>CO.C(OCC)(=O)C.[Pd]>[C:15]([C:14]1[CH:13]=[CH:12][CH:11]=[C:10]([CH:19]([C:21]2[CH:22]=[C:23]([C:27]3[CH:32]=[CH:31][CH:30]=[CH:29][C:28]=3[O:33][CH3:34])[CH:24]=[CH:25][CH:26]=2)[CH3:20])[C:9]=1[OH:8])([CH3:16])([CH3:17])[CH3:18]. Procedure details: A solution of 28 (1.3 g, 2.9 mmol) in methanol (20 mL) and ethyl acetate (30 mL) was treated with 20% palladium on activated carbon (50% wet, 0.10 g) and was hydrogenated at 40 psi in a Parr shaker for 3 hr. The catalyst was filtered out and washed with ethyl acetate. The filtrate was stripped and the crude product was purified by chromatography on silica (60 g) with 2% ethyl acetate in hexane (3 L) to afford pure D3 (0.62 g, 59%). The reactants are OC1=C(C=C(C=C1)C(=O)C1=CC=CC=C1)I ((4-hydroxy-3-iodophenyl)(phenyl)methanone), C(#C)C1=C(C=C(CN2CC(C2)C(=O)OC)C=C1)F (methyl 1-(4-ethynyl-3-fluorobenzyl)azetidine-3-carboxylate). Product: C(C1=CC=CC=C1)(=O)C=1C=CC2=C(C=C(O2)C2=C(C=C(CN3CC(C3)C(=O)OC)C=C2)F)C1 (Methyl 1-(4-(5-benzoylbenzofuran-2-yl)-3-fluorobenzyl)azetidine-3-carboxylate). Reaction SMILES: [OH:1][C:2]1[CH:7]=[CH:6][C:5]([C:8]([C:10]2[CH:15]=[CH:14][CH:13]=[CH:12][CH:11]=2)=[O:9])=[CH:4][C:3]=1I.[C:17]([C:19]1[CH:33]=[CH:32][C:22]([CH2:23][N:24]2[CH2:27][CH:26]([C:28]([O:30][CH3:31])=[O:29])[CH2:25]2)=[CH:21][C:20]=1[F:34])#[CH:18]>>[C:8]([C:5]1[CH:6]=[CH:7][C:2]2[O:1][C:17]([C:19]3[CH:33]=[CH:32][C:22]([CH2:23][N:24]4[CH2:27][CH:26]([C:28]([O:30][CH3:31])=[O:29])[CH2:25]4)=[CH:21][C:20]=3[F:34])=[CH:18][C:3]=2[CH:4]=1)(=[O:9])[C:10]1[CH:15]=[CH:14][CH:13]=[CH:12][CH:11]=1. Reported procedure: Synthesized according to Scheme B3, Step 3 and general procedure G from (4-hydroxy-3-iodophenyl)(phenyl)methanone and methyl 1-(4-ethynyl-3-fluorobenzyl)azetidine-3-carboxylate: yellow-orange solid. MS (ESI) m/z: Calculated: 443.2; Observed: 444 (M++1).